Dataset: the Open Reaction Database (ORD), a public repository of structured organic reaction records. Task: describe an organic reaction: reactants, conditions, products, and yield Reactants: CCCCN, CCCCOc1cc(C=C(OC)C(=O)OC)ccc1-c1cccc(N(C)C(=O)Oc2ccc([N+](=O)[O-])cc2)c1, CCOC(C)=O, CN(C)C=O, O. The product is CCCCNC(=O)N(C)c1cccc(-c2ccc(C=C(OC)C(=O)OC)cc2OCCCC)c1. Reaction SMILES: [CH2:1]([CH2:2][CH2:3][CH3:4])[NH2:5].[CH2:6]([CH2:7][CH2:8][CH3:9])[O:10][c:11]1[c:12](-[c:25]2[cH:26][c:27]([N:31]([C:32]([O:34][c:33]3[cH:35][cH:36][c:37]([N+:38]([O-:39])=[O:40])[cH:41][cH:42]3)=[O:43])[CH3:44])[cH:28][cH:29][cH:30]2)[cH:13][cH:14][c:15]([CH:17]=[C:18]([C:19](=[O:20])[O:21][CH3:22])[O:23][CH3:24])[cH:16]1.[CH3:46][CH2:47][O:48][C:49](=[O:50])[CH3:51].[CH3:52][N:53]([CH3:54])[CH:55]=[O:56].[OH2:45]>>[CH2:1]([CH2:2][CH2:3][CH3:4])[NH:5][C:32]([N:31]([c:27]1[cH:26][c:25](-[c:12]2[c:11]([O:10][CH2:6][CH2:7][CH2:8][CH3:9])[cH:16][c:15]([CH:17]=[C:18]([C:19](=[O:20])[O:21][CH3:22])[O:23][CH3:24])[cH:14][cH:13]2)[cH:30][cH:29][cH:28]1)[CH3:44])=[O:34]. Reactants: CO, CCOC(C)=O, C=Cc1cc(C#N)cc(Oc2c(Cl)ccc(CNC(=O)c3[nH]c(C)nc3Cl)c2F)n1, c1ccc(Sc2ccccc2)cc1. Product: CCc1cc(C#N)cc(Oc2c(Cl)ccc(CNC(=O)c3[nH]c(C)nc3Cl)c2F)n1. RXN SMILES: [CH3:44][OH:45].[CH3:46][CH2:47][O:48][C:49](=[O:50])[CH3:51].[Cl:1][c:2]1[n:3][c:4]([CH3:30])[nH:5][c:6]1[C:7](=[O:8])[NH:9][CH2:10][c:11]1[c:12]([F:29])[c:13]([O:18][c:19]2[n:20][c:21]([CH:27]=[CH2:28])[cH:22][c:23]([C:25]#[N:26])[cH:24]2)[c:14]([Cl:17])[cH:15][cH:16]1.[c:31]1([S:32][c:33]2[cH:34][cH:35][cH:36][cH:37][cH:38]2)[cH:39][cH:40][cH:41][cH:42][cH:43]1>>[Cl:1][c:2]1[n:3][c:4]([CH3:30])[nH:5][c:6]1[C:7](=[O:8])[NH:9][CH2:10][c:11]1[c:12]([F:29])[c:13]([O:18][c:19]2[n:20][c:21]([CH2:27][CH3:28])[cH:22][c:23]([C:25]#[N:26])[cH:24]2)[c:14]([Cl:17])[cH:15][cH:16]1. Reactants: OC1=C(C=CC=2C(N3C(C(NC21)OC)CCC3)=O)C (2,3,5,10,11,11a-hexahydro-9-hydroxy-11-methoxy-8-methyl-1H-pyrrolo(2,1-C)(1,4)benzodiazepin-5-one), C(C)(=O)OC(C)=O (acetic anhydride). Solvent: C(C)N(CC)CC (triethylamine). Conditions: time 15 minute. Yields the product C(C)(=O)OC1=C(C=CC=2C(N3C(C(NC21)OC)CCC3)=O)C (2,3,5,10,11,11a-hexahydro-9-acetoxy-11-methoxy-8-methyl-1H-pyrrolo(2,1-C)(1,4)benzodiazepin-5-one). As a reaction SMILES: [OH:1][C:2]1[C:12]2[NH:11][CH:10]([O:13][CH3:14])[CH:9]3[CH2:15][CH2:16][CH2:17][N:8]3[C:7](=[O:18])[C:6]=2[CH:5]=[CH:4][C:3]=1[CH3:19].[C:20](OC(=O)C)(=[O:22])[CH3:21]>C(N(CC)CC)C>[C:20]([O:1][C:2]1[C:12]2[NH:11][CH:10]([O:13][CH3:14])[CH:9]3[CH2:15][CH2:16][CH2:17][N:8]3[C:7](=[O:18])[C:6]=2[CH:5]=[CH:4][C:3]=1[CH3:19])(=[O:22])[CH3:21]. Procedure: 49.3 mg of 2,3,5,10,11,11a-hexahydro-9-hydroxy-11-methoxy-8-methyl-1H-pyrrolo(2,1-C)(1,4)benzodiazepin-5-one was suspended in 0.5 ml of 1:1 mixture of triethylamine and acetic anhydride and stirred at 0° to 5° C. for 15 minutes under a stream of nitrogen gas. Thus, 30 mg of 2,3,5,10,11,11a-hexahydro-9-acetoxy-11-methoxy-8-methyl-1H-pyrrolo(2,1-C)(1,4)benzodiazepin-5-one was obtained was a colorless powdery product. Recrystallization of the resulting product from acetone-ligroin gave a colorless ... Starting materials: C([C@@H]1[C@H]([C@@H]([C@H]([C@H](Oc2ccccc2C=O)O1)O)O)O)O, CC1=CN=C(C=C1)N, [C-]#[N+]C1CCCCC1. Reagents/catalysts: O=C(O)C(F)(F)F (trifluoroacetic acid). The solvent is CC(C)O (isopropyl alcohol), CC(C)O (isopropylalcohol). Conditions: temperature 22 celsius, time 20 hour. The product is Cc1ccc2nc(c3ccccc3O[C@H]3[C@@H]([C@H]([C@@H]([C@@H](CO)O3)O)O)O)c(NC3CCCCC3)n2c1. Yield: 3.0%. As a reaction SMILES: CC1=CC=C(N)N=C1.[C-]#[N+]C1CCCCC1.OC[C@H]1O[C@@H](OC2=C(C=O)C=CC=C2)[C@H](O)[C@@H](O)[C@@H]1O>>CC1=CN2C(C=C1)=NC(=C2NC1CCCCC1)C1=CC=CC=C1O[C@@H]1O[C@H](CO)[C@@H](O)[C@H](O)[C@H]1O. The reactants are ClCCl, O=C(OC(=O)C(F)(F)F)C(F)(F)F, Nc1cccc(C(=O)O)c1, O=C(COC(=O)c1cccc(NC(=O)C(F)(F)F)c1)c1ccccc1. Yields the product O=C(O)c1cccc(NC(=O)C(F)(F)F)c1. As a reaction SMILES: [Cl:49][CH2:50][Cl:51].[F:36][C:37]([F:38])([F:39])[C:40]([O:41][C:42](=[O:43])[C:44]([F:45])([F:46])[F:47])=[O:48].[NH2:26][c:27]1[cH:28][c:29]([C:30](=[O:31])[OH:32])[cH:33][cH:34][cH:35]1.[O:1]=[C:2]([c:3]1[cH:20][cH:21][cH:22][cH:23][cH:24]1)[CH2:25][O:4][C:5]([c:6]1[cH:7][c:8]([NH:12][C:13]([C:14]([F:15])([F:16])[F:17])=[O:18])[cH:9][cH:10][cH:11]1)=[O:19]>>[O:4]=[C:5]([c:6]1[cH:7][c:8]([NH:12][C:13]([C:14]([F:15])([F:16])[F:17])=[O:18])[cH:9][cH:10][cH:11]1)[OH:19]. Reactants: N (NH3), CC(C)(C#N)N=NC(C)(C)C#N (AIBN), C1CC(=O)N(C1=O)Br (NBS), COC(C1=C(C=C(C=C1)[N+](=O)[O-])C)=O (2-methyl-4-nitrobenzoic acid methyl ester). The solvent is C(Cl)(Cl)(Cl)Cl (CCl4). Reaction conditions: temperature 80 celsius, time 2 hour. The product is [N+](=O)([O-])C=1C=C2CNC(C2=CC1)=O (5-Nitro-2,3-dihydroisoindol-1-one). As a reaction SMILES: CC(N=NC(C#N)(C)C)(C#N)C.[CH2:13]1[C:18](=O)[N:17](Br)[C:15](=[O:16])[CH2:14]1.COC(=O)C1C=[CH:28][C:27]([N+:30]([O-:32])=[O:31])=[CH:26][C:25]=1C.N>C(Cl)(Cl)(Cl)Cl>[N+:30]([C:27]1[CH:28]=[C:13]2[C:14](=[CH:25][CH:26]=1)[C:15](=[O:16])[NH:17][CH2:18]2)([O-:32])=[O:31]. Procedure: AIBN (58.6 mg, 0.357 mmol), NBS (785 mg, 4.46 mmol), and 2-methyl-4-nitrobenzoic acid methyl ester (696 mg, 3.57 mmol) were suspended in CCl4 (35 mL) in a sealed tube. The above mixture was flushed with N2 for 5 min and heated at 80° C. for 22 h. After cooling, the solid was filtered off and the filtrate was concentrated to dryness to obtain a crude light-brown solid. To above solid was added NH3 (7 N in MeOH, 5 mL), and the mixture was stirred at rt for 2 h and concentrated in vacuo to obtain a...